From a dataset of the Open Reaction Database (ORD), a public repository of structured organic reaction records. describe an organic reaction: reactants, conditions, products, and yield Starting materials: CSSC (DMDS), [S] (sulfur), CSSC (DMDS), C(C(CS(=O)(=O)[O-])S)S.[Na+] (DMPS). The product is CSSC.C(C(CS(=O)(=O)[O-])S)S.[Na+] (DMDS DMPS). Reaction SMILES: [CH3:1][S:2][S:3][CH3:4].[CH2:5]([SH:13])[CH:6]([SH:12])[CH2:7][S:8]([O-:11])(=[O:10])=[O:9].[Na+:14].[S]>>[CH3:1][S:2][S:3][CH3:4].[CH2:5]([SH:13])[CH:6]([SH:12])[CH2:7][S:8]([O-:11])(=[O:10])=[O:9].[Na+:14] |f:1.2,4.5.6,^3:14|. Procedure details: The procedure shown for DMDS above was repeated except that a 1:1 weight blend of DMDS and DMPS was used as the presulfiding agent and 55 g of the 1:1 blend was dissolved in 3905 g of diesel oil to give a solution containing 1.0 wt % sulfur contributed by the blend. The results are given in Table 1 below.